Dataset: the Open Reaction Database (ORD), a public repository of structured organic reaction records. Task: describe an organic reaction: reactants, conditions, products, and yield The reactants are C(=O)(OC(C)(C)C)N1C2=CC=C(C=C2C=2C=C3C(=C(C12)OCCBr)N(C=1C=CC(=CC13)Cl)C(=O)OC(C)(C)C)Cl (5,7-diBOC-2,10-dichloro-6-(2-bromoethoxy)indolo[2,3-b]carbazole), N1N=NC=C1 (1,2,3-triazole). Yields the product N=1N(N=CC1)CCOC1=C2C(=CC=3C4=CC(=CC=C4NC13)Cl)C=1C=C(C=CC1N2)Cl (6-(2-(2H-1,2,3-triazol-2-yl)ethoxy)-2,10-dichloro-5,7-dihydroindolo[2,3-b]carbazole). Yield: 70.0%. As a reaction SMILES: C([N:8]1[C:20]2[C:19]([O:21][CH2:22][CH2:23]Br)=[C:18]3[N:25](C(OC(C)(C)C)=O)[C:26]4[CH:27]=[CH:28][C:29]([Cl:32])=[CH:30][C:31]=4[C:17]3=[CH:16][C:15]=2[C:14]2[C:9]1=[CH:10][CH:11]=[C:12]([Cl:40])[CH:13]=2)(OC(C)(C)C)=O.[NH:41]1[CH:45]=[CH:44][N:43]=[N:42]1>>[N:41]1[N:42]([CH2:23][CH2:22][O:21][C:19]2[C:18]3[NH:25][C:26]4[C:31](=[CH:30][C:29]([Cl:32])=[CH:28][CH:27]=4)[C:17]=3[CH:16]=[C:15]3[C:14]4[CH:13]=[C:12]([Cl:40])[CH:11]=[CH:10][C:9]=4[NH:8][C:20]=23)[N:43]=[CH:44][CH:45]=1. Procedure details: The title compound was prepared in a manner analogous to Example 70 except the staring material is 5,7-diBOC-2,10-dichloro-6-(2-bromoethoxy)indolo[2,3-b]carbazole and the reagent is 1,2,3-triazole. 1H-NMR (400 MHz, DMSO-d6) δ ppm 11.29 (s, 2 H), 8.70 (s, 1 H), 8.16 (d, J=2.0 Hz, 2 H), 7.88 (s, 2 H), 7.51 (d, J=8.8 Hz, 2 H), 7.37 (dd, J=8.4, 2.0 Hz, 2 H), 4.98 (t, J=6.4 Hz, 2 H), 4.71 (t, J=6.0 Hz, 2 H); MS (ESI) m/z 434.0 (M−H)−; MS (ESI) m/z 436.0 (M+H)+ The reagents and catalysts are [Cu](I)I (copperiodide). The reactants are C(C)NCC (diethylamine), ClC1=NC=C(C(=O)N[C@H]2[C@@H](CCCC2)O)C=C1C1=CC=C(C=C1)Cl (6-chloro-5-(4-chloro-phenyl)-N-((1R,2R)-2-hydroxy-cyclohexyl)-nicotinamide), dichloride, C1(=CC=CC=C1)P(C1=CC=CC=C1)C1=CC=CC=C1 (triphenylphosphine), C(C#C)OC (methyl propargyl ether). Reaction SMILES: Cl[C:2]1[C:17]([C:18]2[CH:23]=[CH:22][C:21]([Cl:24])=[CH:20][CH:19]=2)=[CH:16][C:5]([C:6]([NH:8][C@@H:9]2[CH2:14][CH2:13][CH2:12][CH2:11][C@H:10]2[OH:15])=[O:7])=[CH:4][N:3]=1.C1(P(C2C=CC=CC=2)C2C=CC=CC=2)C=CC=CC=1.[CH2:44]([O:47][CH3:48])[C:45]#[CH:46].C(NCC)C>CN(C=O)C.[Cu](I)I>[Cl:24][C:21]1[CH:22]=[CH:23][C:18]([C:17]2[C:2]([C:46]#[C:45][CH2:44][O:47][CH3:48])=[N:3][CH:4]=[C:5]([CH:16]=2)[C:6]([NH:8][C@@H:9]2[CH2:14][CH2:13][CH2:12][CH2:11][C@H:10]2[OH:15])=[O:7])=[CH:19][CH:20]=1. The product is ClC1=CC=C(C=C1)C=1C(=NC=C(C(=O)N[C@H]2[C@@H](CCCC2)O)C1)C#CCOC (5-(4-Chloro-phenyl)-N-((1R,2R)-2-hydroxy-cyclohexyl)-6-(3-methoxy-prop-1-ynyl)-nicotinamide). Reported procedure: To a mixture of 6-chloro-5-(4-chloro-phenyl)-N-((1R,2R)-2-hydroxy-cyclohexyl)-nicotinamide (450 mg), 52 mg bistriphenylphosphinpalladium dichloride, 14 mg copperiodide, 146 mg triphenylphosphine and methyl propargyl ether (0.12 mL) in 10 mL DMF is added diethylamine (1.9 μL). The mixture is heated in the microwave oven for 40 min at 120° C. The reaction mixture was cooled to room temperature and partitioned between 1 N hydrochloric acid and ethyl acetate. The organic phase was purified by gradie... Conditions: temperature 120 celsius. Solvent: CN(C)C=O (DMF). The reactants are Cl (hydrochloric acid), CC1=C(N=C(O1)C1=CC=CC=C1)COC1=NN(C=C1CCC(=O)OCC)CC1=CC=C(C=C1)OC1=CC=CC=C1 (ethyl 3-[3-(5-methyl-2-phenyl-4-oxazolylmethoxy)-1-(4-phenoxybenzyl)-1H-pyrazol-4-yl]propionate), [OH-].[Na+] (sodium hydroxide), O1CCCC1 (tetrahydrofuran). The solvent is C(C)O (ethanol). Reaction conditions: time 2 hour. Product: CC1=C(N=C(O1)C1=CC=CC=C1)COC1=NN(C=C1CCC(=O)O)CC1=CC=C(C=C1)OC1=CC=CC=C1 (3-[3-(5-methyl-2-phenyl-4-oxazolylmethoxy)-1-(4-phenoxybenzyl)-1H-pyrazol-4-yl]propionic acid). Yield: 97.6%. Reaction SMILES: [CH3:1][C:2]1[O:6][C:5]([C:7]2[CH:12]=[CH:11][CH:10]=[CH:9][CH:8]=2)=[N:4][C:3]=1[CH2:13][O:14][C:15]1[C:19]([CH2:20][CH2:21][C:22]([O:24]CC)=[O:23])=[CH:18][N:17]([CH2:27][C:28]2[CH:33]=[CH:32][C:31]([O:34][C:35]3[CH:40]=[CH:39][CH:38]=[CH:37][CH:36]=3)=[CH:30][CH:29]=2)[N:16]=1.[OH-].[Na+].O1CCCC1.Cl>C(O)C>[CH3:1][C:2]1[O:6][C:5]([C:7]2[CH:12]=[CH:11][CH:10]=[CH:9][CH:8]=2)=[N:4][C:3]=1[CH2:13][O:14][C:15]1[C:19]([CH2:20][CH2:21][C:22]([OH:24])=[O:23])=[CH:18][N:17]([CH2:27][C:28]2[CH:29]=[CH:30][C:31]([O:34][C:35]3[CH:40]=[CH:39][CH:38]=[CH:37][CH:36]=3)=[CH:32][CH:33]=2)[N:16]=1 |f:1.2|. Procedure details: After a mixture of ethyl 3-[3-(5-methyl-2-phenyl-4-oxazolylmethoxy)-1-(4-phenoxybenzyl)-1H-pyrazol-4-yl]propionate (800 mg), 1N sodium hydroxide solution (3 ml), tetrahydrofuran (5 ml), and ethanol (5 ml) was stirred at room temperature for 2 hours, 1N hydrochloric acid (3 ml) was added to the mixture, and the mixture was extracted with ethyl acetate. The ethyl acetate layer was washed with saturated aqueous sodium chloride solution, dried (MgSO4), and concentrated. The resulting colorless cryst... The reactants are O=C1C(=C(C2=CC=C(C=C12)OCCN1CCN(CC1)C(=O)OC(C)(C)C)C1=CC=CC=C1)C=1C=NC=CC1 (tert-Butyl 4-(2-(1-oxo-3-phenyl-2-(pyridin-3-yl)-1H-inden-6-yloxy)ethyl)piperazine-1-carboxylate), C(=O)(C(F)(F)F)O (TFA), [OH-].[Na+] (NaOH). Solvent: C(Cl)Cl (CH2Cl2), C(Cl)Cl (CH2Cl2). Conditions: time 40 minute. The product is N1(CCNCC1)CCOC1=CC=C2C(=C(C(C2=C1)=O)C=1C=NC=CC1)C1=CC=CC=C1 (6-(2-(piperazin-1-yl)ethoxy)-3-phenyl-2-(pyridin-3-yl)-1H-inden-1-one). Yield: 75.0%. Reaction SMILES: [O:1]=[C:2]1[C:10]2[C:5](=[CH:6][CH:7]=[C:8]([O:11][CH2:12][CH2:13][N:14]3[CH2:19][CH2:18][N:17](C(OC(C)(C)C)=O)[CH2:16][CH2:15]3)[CH:9]=2)[C:4]([C:27]2[CH:32]=[CH:31][CH:30]=[CH:29][CH:28]=2)=[C:3]1[C:33]1[CH:34]=[N:35][CH:36]=[CH:37][CH:38]=1.C(O)(C(F)(F)F)=O.[OH-].[Na+]>C(Cl)Cl>[N:14]1([CH2:13][CH2:12][O:11][C:8]2[CH:9]=[C:10]3[C:5]([C:4]([C:27]4[CH:28]=[CH:29][CH:30]=[CH:31][CH:32]=4)=[C:3]([C:33]4[CH:34]=[N:35][CH:36]=[CH:37][CH:38]=4)[C:2]3=[O:1])=[CH:6][CH:7]=2)[CH2:15][CH2:16][NH:17][CH2:18][CH2:19]1 |f:2.3|. Procedure: To a solution of tert-butyl 4-(2-(1-oxo-3-phenyl-2-(pyridin-3-yl)-1H-inden-6-yloxy)ethyl)piperazine-1-carboxylate (0.38 mmol, 200 mg) obtained in Step 2 of Example 44 in CH2Cl2 (0.3M) was added TFA (20 eq). The resulting mixture was stirred at room temperature for 40 min and diluted with CH2Cl2. The solution was basicified to pH 9 by the addition of 3N NaOH. The mixture was washed with H2O, dried over MgSO4, and concentrated in vacuo. The residue was purified by silica gel column chromatography ... Starting materials: CCCc1cc(OC)cc[n+]1[O-], O=S(=O)(O)O, [Zn]. The product is CCCc1cc(OC)ccn1. As a reaction SMILES: [CH3:1][O:2][c:3]1[cH:4][c:5]([CH2:10][CH2:11][CH3:12])[n+:6]([O-:9])[cH:7][cH:8]1.[S:13](=[O:14])(=[O:15])([OH:16])[OH:17].[Zn:18]>>[CH3:1][O:2][c:3]1[cH:4][c:5]([CH2:10][CH2:11][CH3:12])[n:6][cH:7][cH:8]1. Starting materials: CCOC(=O)C(C(=O)O)C1CCCCC1, O=S(Cl)Cl. Product: CCOC(=O)C(C(=O)Cl)C1CCCCC1. Reaction SMILES: [CH2:1]([CH3:2])[O:3][C:4]([CH:5]([C:6](=[O:7])[OH:8])[CH:9]1[CH2:10][CH2:11][CH2:12][CH2:13][CH2:14]1)=[O:15].[S:16]([Cl:17])([Cl:18])=[O:19]>>[CH2:1]([CH3:2])[O:3][C:4]([CH:5]([C:6](=[O:7])[Cl:18])[CH:9]1[CH2:10][CH2:11][CH2:12][CH2:13][CH2:14]1)=[O:15]. Starting materials: COC1=CC=C(CN2N=CC(=C2)C=2N=C(SC2)NC2=NC=CC=C2)C=C1 (N-(4-(1-(4-methoxybenzyl)-1H-pyrazol-4-yl)thiazol-2-yl)pyridin-2-amine), BrN1C(CCC1=O)=O (N-bromosuccinimide). Solvent: CN(C)C=O (DMF), C(=O)([O-])[O-].[Na+].[Na+] (Na2CO3), O (water). Product: COC1=CC=C(CN2N=CC(=C2)C=2N=C(SC2Br)NC2=NC=CC=C2)C=C1 (N-(4-(1-(4-methoxybenzyl)-1H-pyrazol-4-yl)-5-bromothiazol-2-yl)pyridin-2-amine). Isolated yield 95.7%. Reaction SMILES: [CH3:1][O:2][C:3]1[CH:26]=[CH:25][C:6]([CH2:7][N:8]2[CH:12]=[C:11]([C:13]3[N:14]=[C:15]([NH:18][C:19]4[CH:24]=[CH:23][CH:22]=[CH:21][N:20]=4)[S:16][CH:17]=3)[CH:10]=[N:9]2)=[CH:5][CH:4]=1.[Br:27]N1C(=O)CCC1=O>CN(C=O)C.C([O-])([O-])=O.[Na+].[Na+].O>[CH3:1][O:2][C:3]1[CH:4]=[CH:5][C:6]([CH2:7][N:8]2[CH:12]=[C:11]([C:13]3[N:14]=[C:15]([NH:18][C:19]4[CH:24]=[CH:23][CH:22]=[CH:21][N:20]=4)[S:16][C:17]=3[Br:27])[CH:10]=[N:9]2)=[CH:25][CH:26]=1 |f:3.4.5|. Reported procedure: According to Scheme 5 Step 1: A solution of N-(4-(1-(4-methoxybenzyl)-1H-pyrazol-4-yl)thiazol-2-yl)pyridin-2-amine (4.20 mmol, 1.53 g) and N-bromosuccinimide (4.40 mmol, 782 mg) in DMF (76 mL) was stirred for 1.5 hour at 50° C. The reaction mixture was diluted with a saturated solution of Na2CO3 and water. The precipitate formed was recovered and washed with DCM. The aqueous phase was extracted with DCM and the organic phase was washed. The organic phase was dried over MgSO4, was filtered and wa...